From a dataset of the Open Reaction Database (ORD), a public repository of structured organic reaction records. describe an organic reaction: reactants, conditions, products, and yield Yields the product COC(CC)(OCC#CCC)C (1-(1-methoxy-1-methyl-propoxy)-pent-2-yne). Reaction conditions: temperature -38 celsius, time 25 minute. Reaction SMILES: [CH2:1]=[CH:2]C(=C)C.[CH3:6][O:7][C:8]([O:12][CH2:13][C:14]#[CH:15])([CH2:10][CH3:11])[CH3:9].BrCC>CCCCCC>[CH3:6][O:7][C:8]([CH3:9])([O:12][CH2:13][C:14]#[C:15][CH2:1][CH3:2])[CH2:10][CH3:11]. Reactants: C=CC(C)=C (isoprene), COC(C)(CC)OCC#C (2-methoxy-2-prop-2-ynyloxy-butane), BrCC (bromoethane). The yield is 89.1%. Reported procedure: 890 mg (127 mmol) of granulated lithium were added within 5 minutes to 100 ml (4.0 mol) of liquid ammonia at −40° C. The mixture was stirred until no more lithium floated (after approximately 10 minutes). A dark blue solution of lithium in liquid ammonia was obtained. 5.94 g (86.6 mmol) of isoprene was added portion wise within 10 minutes, whereas the solution gets white at the end of the addition. The mixture was stirred for 25 minutes at −38° C. 9.1 g (69.5 mmol) of 2-methoxy-2-prop-2-ynyloxy-... The solvent is CCCCCC (n-hexane). Reactants: NC=1C=2C=3C(C(N(C2C=CC1)C1CC(CCC1)CNC(C1=CC=CC=C1)=O)=O)=C(ON3)C (N-[3-(9-Amino-3-methyl-4-oxo-5H-isoxazolo[4,3-c]quinolin-5-yl)cyclohexylmethyl]-benzamide), CC(=O)O (AcOH), CCN=C=NCCCN(C)C (EDCI). The reagents and catalysts are CN(C)C=1C=CN=CC1 (DMAP). The solvent is CN(C)C=O (DMF), CCOC(=O)C (EtOAc). Reaction conditions: time 8 hour. Product: C(C)(=O)NC=1C=2C=3C(C(N(C2C=CC1)C1CC(CCC1)CNC(C1=CC=CC=C1)=O)=O)=C(ON3)C (N-[3-(9-Acetylamino-3-methyl-4-oxo-5H-isoxazolo[4,3-c]quinolin-5-yl)-cyclohexylmethyl]-benzamide). Isolated yield 81.1%. Reaction SMILES: [NH2:1][C:2]1[C:3]2[C:4]3[C:5](=[C:29]([CH3:32])[O:30][N:31]=3)[C:6](=[O:28])[N:7]([CH:12]3[CH2:17][CH2:16][CH2:15][CH:14]([CH2:18][NH:19][C:20](=[O:27])[C:21]4[CH:26]=[CH:25][CH:24]=[CH:23][CH:22]=4)[CH2:13]3)[C:8]=2[CH:9]=[CH:10][CH:11]=1.[CH3:33][C:34](O)=[O:35].CCN=C=NCCCN(C)C>CN(C=O)C.CN(C1C=CN=CC=1)C.CCOC(C)=O>[C:34]([NH:1][C:2]1[C:3]2[C:4]3[C:5](=[C:29]([CH3:32])[O:30][N:31]=3)[C:6](=[O:28])[N:7]([CH:12]3[CH2:17][CH2:16][CH2:15][CH:14]([CH2:18][NH:19][C:20](=[O:27])[C:21]4[CH:22]=[CH:23][CH:24]=[CH:25][CH:26]=4)[CH2:13]3)[C:8]=2[CH:9]=[CH:10][CH:11]=1)(=[O:35])[CH3:33]. Procedure details: To a solution of a compound from Example 667 (0.025 g, 0.06 mmol) and AcOH (0.02 mL, 0.36 mmol) in DMF (1 mL) under N2 was added EDCI (0.023 g, 0.12 mmol) and DMAP (0.002 g, 0.01 mmol). The solution was stirred overnight, diluted with EtOAc, washed (H2O then brine), dried (MgSO4), filtered, and concentrated. Flash chromatography (silica gel, acetone/CH2Cl2 gradient) gave the title compound (0.023 g, 82%). Mass Spectrum (ES+) (m/z) 473.3 [M+1] The reactants are Cl.C1(CC1)COC1=C(C=C(C(=C1)F)OC)C1=C2C(=NC=C1)C(=C(N2)C)C(=O)N[C@@H]2CNC[C@H]2O (7-[2-(cyclopropylmethoxy)-4-fluoro-5-methoxyphenyl]-N-[(3R*,4R*)-4-hydroxypyrrolidin-3-yl]-2-methyl-1H-pyrrolo[3,2-b]pyridine-3-carboxamide hydrochloride), C(CC)(=O)Cl (propionyl chloride). The product is C1(CC1)COC1=C(C=C(C(=C1)F)OC)C1=C2C(=NC=C1)C(=C(N2)C)C(=O)N[C@@H]2CN(C[C@H]2O)C(CC)=O (7-[2-(Cyclopropylmethoxy)-4-fluoro-5-methoxyphenyl]-N-[(3R*,4R*)-4-hydroxy-1-propanoylpyrrolidin-3-yl]-2-methyl-1H-pyrrolo[3,2-b]pyridine-3-carboxamide). As a reaction SMILES: Cl.[CH:2]1([CH2:5][O:6][C:7]2[CH:12]=[C:11]([F:13])[C:10]([O:14][CH3:15])=[CH:9][C:8]=2[C:16]2[CH:21]=[CH:20][N:19]=[C:18]3[C:22]([C:26]([NH:28][C@H:29]4[C@H:33]([OH:34])[CH2:32][NH:31][CH2:30]4)=[O:27])=[C:23]([CH3:25])[NH:24][C:17]=23)[CH2:4][CH2:3]1.[C:35](Cl)(=[O:38])[CH2:36][CH3:37]>>[CH:2]1([CH2:5][O:6][C:7]2[CH:12]=[C:11]([F:13])[C:10]([O:14][CH3:15])=[CH:9][C:8]=2[C:16]2[CH:21]=[CH:20][N:19]=[C:18]3[C:22]([C:26]([NH:28][C@H:29]4[C@H:33]([OH:34])[CH2:32][N:31]([C:35](=[O:38])[CH2:36][CH3:37])[CH2:30]4)=[O:27])=[C:23]([CH3:25])[NH:24][C:17]=23)[CH2:4][CH2:3]1 |f:0.1|. Procedure details: Starting from 7-[2-(cyclopropylmethoxy)-4-fluoro-5-methoxyphenyl]-N-[(3R*,4R*)-4-hydroxypyrrolidin-3-yl]-2-methyl-1H-pyrrolo[3,2-b]pyridine-3-carboxamide hydrochloride (example D.f24) and commercially available propionyl chloride the title compound is obtained as colorless solid. Reactants: N1(CCC1)CCN1C(=NC(=C1)C1=CC(=NC=C1)C(F)(F)F)C1CCN(CC1)C1=C(C(=NC=N1)N)OC (6-(4-(1-(2-(azetidin-1-yl)ethyl)-4-(2-(trifluoromethyl)pyridin-4-yl)-1H-imidazol-2-yl)piperidin-1-yl)-5-methoxypyrimidin-4-amine), ClC1=C(C(=NC=N1)N)OCC(F)(F)F (6-chloro-5-(2,2,2-trifluoroethoxy)pyrimidin-4-amine). Product: N1(CCC1)CCN1C(=NC(=C1)C1=CC(=NC=C1)C(F)(F)F)C1CCN(CC1)C1=C(C(=NC=N1)N)OCC(F)(F)F (6-(4-(1-(2-(azetidin-1-yl)ethyl)-4-(2-(trifluoromethyl)pyridin-4-yl)-1H-imidazol-2-yl)piperidin-1-yl)-5-(2,2,2-trifluoroethoxy)pyrimidin-4-amine). Reaction SMILES: [N:1]1([CH2:5][CH2:6][N:7]2[CH:11]=[C:10]([C:12]3[CH:17]=[CH:16][N:15]=[C:14]([C:18]([F:21])([F:20])[F:19])[CH:13]=3)[N:9]=[C:8]2[CH:22]2[CH2:27][CH2:26][N:25]([C:28]3[N:33]=[CH:32][N:31]=[C:30]([NH2:34])[C:29]=3[O:35][CH3:36])[CH2:24][CH2:23]2)[CH2:4][CH2:3][CH2:2]1.ClC1N=CN=C(N)C=1OC[C:47]([F:50])([F:49])[F:48]>>[N:1]1([CH2:5][CH2:6][N:7]2[CH:11]=[C:10]([C:12]3[CH:17]=[CH:16][N:15]=[C:14]([C:18]([F:19])([F:20])[F:21])[CH:13]=3)[N:9]=[C:8]2[CH:22]2[CH2:27][CH2:26][N:25]([C:28]3[N:33]=[CH:32][N:31]=[C:30]([NH2:34])[C:29]=3[O:35][CH2:36][C:47]([F:50])([F:49])[F:48])[CH2:24][CH2:23]2)[CH2:4][CH2:3][CH2:2]1. Procedure: The title compound was prepared in an analogous manner as 6-(4-(1-(2-(azetidin-1-yl)ethyl)-4-(2-(trifluoromethyl)pyridin-4-yl)-1H-imidazol-2-yl)piperidin-1-yl)-5-methoxypyrimidin-4-amine using 6-chloro-5-(2,2,2-trifluoroethoxy)pyrimidin-4-amine instead of 6-Chloro-5-methoxy-pyrimidin-4-ylamine. LC-MS: (M+1=571, obsd.=571). The reactants are COC(CCNC(=O)C=1C(=C2C=C(C(N(C2=CN1)CC1=CC=CC=C1)=O)C=1C=NC(=NC1)N(C)C)O)=O (3-{[1-benzyl-3-(2-dimethylamino-pyrimidin-5-yl)-5-hydroxy-2-oxo-1,2-dihydro-[1,7]naphthyridine-6-carbonyl]-amino}-propionic acid methyl ester), [OH-].[Na+] (NaOH), C1CCOC1 (THF). Solvent: CO (MeOH). Run at time 8 hour. Product: C(C1=CC=CC=C1)N1C(C(=CC2=C(C(=NC=C12)C(=O)NCCC(=O)O)O)C=1C=NC(=NC1)N(C)C)=O (3-{[1-Benzyl-3-(2-dimethylamino-pyrimidin-5-yl)-5-hydroxy-2-oxo-1,2-dihydro-[1,7]naphthyridine-6-carbonyl]-amino}-propionic acid). The yield is 54.6%. RXN SMILES: C[O:2][C:3](=[O:37])[CH2:4][CH2:5][NH:6][C:7]([C:9]1[C:10]([OH:36])=[C:11]2[C:16](=[CH:17][N:18]=1)[N:15]([CH2:19][C:20]1[CH:25]=[CH:24][CH:23]=[CH:22][CH:21]=1)[C:14](=[O:26])[C:13]([C:27]1[CH:28]=[N:29][C:30]([N:33]([CH3:35])[CH3:34])=[N:31][CH:32]=1)=[CH:12]2)=[O:8].[OH-].[Na+].C1COCC1>CO>[CH2:19]([N:15]1[C:16]2[C:11](=[C:10]([OH:36])[C:9]([C:7]([NH:6][CH2:5][CH2:4][C:3]([OH:37])=[O:2])=[O:8])=[N:18][CH:17]=2)[CH:12]=[C:13]([C:27]2[CH:32]=[N:31][C:30]([N:33]([CH3:35])[CH3:34])=[N:29][CH:28]=2)[C:14]1=[O:26])[C:20]1[CH:21]=[CH:22][CH:23]=[CH:24][CH:25]=1 |f:1.2|. Procedure details: A mixture of 3-{[1-benzyl-3-(2-dimethylamino-pyrimidin-5-yl)-5-hydroxy-2-oxo-1,2-dihydro-[1,7]naphthyridine-6-carbonyl]-amino}-propionic acid methyl ester (30 mg, 0.060 mmol), 2 M NaOH (2 mL), THF (2 mL) and MeOH (2 mL) was stirred at r.t. overnight. The mixture was concentrated to approximately one-third of its original volume. 1 M HCl was added until pH was about 4, and the resulting suspension was extracted with EtOAc. The organic layer was dried over MgSO4 and concentrated. The residue was d...